Dataset: the Open Reaction Database (ORD), a public repository of structured organic reaction records. Task: describe an organic reaction: reactants, conditions, products, and yield Starting materials: [BH4-], C1CCOC1, COc1ccc(CN(Cc2ccc(OC)cc2)c2nc(C)nc(-c3cc(C(C)=O)cnc3Nc3cnc(OC)c(F)c3)n2)cc1, [Na+]. The product is COc1ccc(CN(Cc2ccc(OC)cc2)c2nc(C)nc(-c3cc(C(C)O)cnc3Nc3cnc(OC)c(F)c3)n2)cc1. Reaction SMILES: [BH4-:46].[CH2:48]1[O:49][CH2:50][CH2:51][CH2:52]1.[CH3:1][O:2][c:3]1[cH:4][cH:5][c:6]([CH2:7][N:8]([c:9]2[n:10][c:11](-[c:16]3[cH:17][c:18]([C:32]([CH3:33])=[O:34])[cH:19][n:20][c:21]3[NH:22][c:23]3[cH:24][n:25][c:26]([O:30][CH3:31])[c:27]([F:29])[cH:28]3)[n:12][c:13]([CH3:15])[n:14]2)[CH2:35][c:36]2[cH:37][cH:38][c:39]([O:42][CH3:43])[cH:40][cH:41]2)[cH:44][cH:45]1.[Na+:47]>>[CH3:1][O:2][c:3]1[cH:4][cH:5][c:6]([CH2:7][N:8]([c:9]2[n:10][c:11](-[c:16]3[cH:17][c:18]([CH:32]([CH3:33])[OH:34])[cH:19][n:20][c:21]3[NH:22][c:23]3[cH:24][n:25][c:26]([O:30][CH3:31])[c:27]([F:29])[cH:28]3)[n:12][c:13]([CH3:15])[n:14]2)[CH2:35][c:36]2[cH:37][cH:38][c:39]([O:42][CH3:43])[cH:40][cH:41]2)[cH:44][cH:45]1. Reactants: CCNC(=O)NOCC(=O)O, CCOC(OCC)C(C)N(Cc1cccc2cccnc12)C(=O)C(N)CCCCNC(=O)OC(C)(C)C. The product is CCNC(=O)NOCC(=O)NC(CCCCNC(=O)OC(C)(C)C)C(=O)N(Cc1cccc2cccnc12)C(C)C(OCC)OCC. As a reaction SMILES: [CH2:1]([CH3:2])[NH:3][C:4]([NH:5][O:6][CH2:7][C:8](=[O:9])[OH:10])=[O:11].[NH2:12][CH:13]([CH2:14][CH2:15][CH2:16][CH2:17][NH:18][C:19]([O:20][C:21]([CH3:22])([CH3:23])[CH3:24])=[O:25])[C:26](=[O:27])[N:28]([CH2:29][c:30]1[cH:31][cH:32][cH:33][c:34]2[cH:35][cH:36][cH:37][n:38][c:39]12)[CH:40]([CH:41]([O:42][CH2:43][CH3:44])[O:45][CH2:46][CH3:47])[CH3:48]>>[CH2:1]([CH3:2])[NH:3][C:4]([NH:5][O:6][CH2:7][C:8](=[O:10])[NH:12][CH:13]([CH2:14][CH2:15][CH2:16][CH2:17][NH:18][C:19]([O:20][C:21]([CH3:22])([CH3:23])[CH3:24])=[O:25])[C:26](=[O:27])[N:28]([CH2:29][c:30]1[cH:31][cH:32][cH:33][c:34]2[cH:35][cH:36][cH:37][n:38][c:39]12)[CH:40]([CH:41]([O:42][CH2:43][CH3:44])[O:45][CH2:46][CH3:47])[CH3:48])=[O:11]. Starting materials: S(=O)(Cl)Cl (thionyl chloride), OCCN(C(=O)C1=CC=CC=2C(C(=C(OC21)C2=CC=CC=C2)C)=O)C (8-[N-(2-hydroxyethyl)-N-methyl-carbamoyl]-3-methyl-4-oxo-2-phenyl-4H-1-benzopyran). The solvent is ClCCl (dichloromethane), ClCCl (dichloromethane), C(C)OCC (diethyl ether). Conditions: time 4 hour. Product: CN(C(=O)C1=CC=CC=2C(C(=C(OC21)C2=CC=CC=C2)C)=O)CCCl (8-(N-methyl-2-chloro-ethylcarbamoyl)-3-methyl-4-oxo-2-phenyl-4H-1-benzopyran). Reaction SMILES: S(Cl)([Cl:3])=O.O[CH2:6][CH2:7][N:8]([CH3:29])[C:9]([C:11]1[C:20]2[O:19][C:18]([C:21]3[CH:26]=[CH:25][CH:24]=[CH:23][CH:22]=3)=[C:17]([CH3:27])[C:16](=[O:28])[C:15]=2[CH:14]=[CH:13][CH:12]=1)=[O:10]>ClCCl.C(OCC)C>[CH3:29][N:8]([CH2:7][CH2:6][Cl:3])[C:9]([C:11]1[C:20]2[O:19][C:18]([C:21]3[CH:26]=[CH:25][CH:24]=[CH:23][CH:22]=3)=[C:17]([CH3:27])[C:16](=[O:28])[C:15]=2[CH:14]=[CH:13][CH:12]=1)=[O:10]. Procedure: A solution of 1.1 ml of thionyl chloride in 2 ml of dichloromethane was added to a solution of 3.37 g of Intermediate XIII in 20 ml of dichloromethane, and the mixture was stirred for 4 hours at ambient temperature. Removal of the solvent gave an oil which was taken up in diethyl ether. The title compound precipitated as a white solid which was filtered off for use without further purification. m.p. (118) 126°-128° C. (diethyl ether). Reactants: CCN=C=NCCCN(C)C, COc1ccccc1OC1=CC(=O)N(C(CC2CCCCC2)C(=O)O)C1, ClCCl, CC(C)(O)Cn1ccc(N)n1, On1nnc2ccccc21. The product is COc1ccccc1OC1=CC(=O)N(C(CC2CCCCC2)C(=O)Nc2ccn(CC(C)(C)O)n2)C1. As a reaction SMILES: [CH3:27][N:28]([CH3:29])[CH2:30][CH2:31][CH2:32][N:33]=[C:34]=[N:35][CH2:36][CH3:37].[CH:1]1([CH2:7][CH:8]([C:9](=[O:10])[OH:11])[N:12]2[C:13](=[O:26])[CH:14]=[C:15]([O:17][c:18]3[c:19]([O:24][CH3:25])[cH:20][cH:21][cH:22][cH:23]3)[CH2:16]2)[CH2:2][CH2:3][CH2:4][CH2:5][CH2:6]1.[Cl:59][CH2:60][Cl:61].[NH2:48][c:49]1[n:50][n:51]([CH2:54][C:55]([CH3:56])([OH:57])[CH3:58])[cH:52][cH:53]1.[OH:38][n:39]1[c:40]2[cH:41][cH:42][cH:43][cH:44][c:45]2[n:46][n:47]1>>[CH:1]1([CH2:7][CH:8]([C:9](=[O:10])[NH:48][c:49]2[n:50][n:51]([CH2:54][C:55]([CH3:56])([OH:57])[CH3:58])[cH:52][cH:53]2)[N:12]2[C:13](=[O:26])[CH:14]=[C:15]([O:17][c:18]3[c:19]([O:24][CH3:25])[cH:20][cH:21][cH:22][cH:23]3)[CH2:16]2)[CH2:2][CH2:3][CH2:4][CH2:5][CH2:6]1. Starting materials: [BH4-].[Na+] (NaBH4), C(C)(C)(C)OC(=O)N1CC(C(C1)=O)S(=O)(=O)C1=CC=C(C=C1)OCC1=CC=CC=C1 ((RS)-3-(4-Benzyloxy-benzenesulfonyl)-4-oxo-pyrrolidine-1-carboxylic acid tert-butyl ester), Cl (HCl). Solvent: CO (MeOH). Conditions: temperature 0 celsius, time 0.5 hour. Yields the product C(C)(C)(C)OC(=O)N1CC(C(C1)O)S(=O)(=O)C1=CC=C(C=C1)OCC1=CC=CC=C1 ((3RS,4SR)-3-(4-benzyloxy-benzenesulfonyl)-4-hydroxy-pyrrolidine-1-carboxylic acid tert-butyl ester). Yield: 91.5%. Reaction SMILES: [C:1]([O:5][C:6]([N:8]1[CH2:12][C:11](=[O:13])[CH:10]([S:14]([C:17]2[CH:22]=[CH:21][C:20]([O:23][CH2:24][C:25]3[CH:30]=[CH:29][CH:28]=[CH:27][CH:26]=3)=[CH:19][CH:18]=2)(=[O:16])=[O:15])[CH2:9]1)=[O:7])([CH3:4])([CH3:3])[CH3:2].[BH4-].[Na+].Cl>CO>[C:1]([O:5][C:6]([N:8]1[CH2:12][CH:11]([OH:13])[CH:10]([S:14]([C:17]2[CH:22]=[CH:21][C:20]([O:23][CH2:24][C:25]3[CH:30]=[CH:29][CH:28]=[CH:27][CH:26]=3)=[CH:19][CH:18]=2)(=[O:16])=[O:15])[CH2:9]1)=[O:7])([CH3:4])([CH3:2])[CH3:3] |f:1.2|. Procedure: (RS)-3-(4-Benzyloxy-benzenesulfonyl)-4-oxo-pyrrolidine-1-carboxylic acid tert-butyl ester (13.4 mg, 0.031 mmol) was dissolved in MeOH (0.5 ml), cooled to 0° C. and treated with NaBH4 (1.64 mg, 0.043 mmol). After 0.5 hour stirring at 0° C., the reaction mixture was acidified to pH 1 with 1N HCl. The aqueous phase was extracted with CH2Cl2. The combined organic phases were washed with H2O, dried over Na2SO4, filtered and the solvent was evaporated to provide (3RS,4SR)-3-(4-benzyloxy-benzenesulfony... The reagents and catalysts are CDC. Starting materials: COc1ccccc1 (substrate), Cc2cc1ncn(C)c1cc2C (effective_coupling_partner). Product: Cc3cc2nc(c1ccccc1)n(C)c2cc3C. Reaction conditions: temperature 90 celsius, time 16 hour.